This data is from the Open Reaction Database (ORD), a public repository of structured organic reaction records. The task is: describe an organic reaction: reactants, conditions, products, and yield Starting materials: CaSO4, COC=1C=C(C=O)C=CC1OC (3,4-dimethoxybenzaldehyde), N1=C(C=CC=C1)CC#N (2-pyridylacetonitrile). The reagents and catalysts are N1CCCCC1 (piperidine). Solvent: C(C)O (ethanol). Yields the product N1=C(C=CC=C1)C(C#N)=CC1=CC(=C(C=C1)OC)OC (2-(2-pyridyl)-3-(3,4-dimethoxy-phenyl)-2-ProPenenitrile). RXN SMILES: [CH3:1][O:2][C:3]1[CH:4]=[C:5]([CH:8]=[CH:9][C:10]=1[O:11][CH3:12])[CH:6]=O.[N:13]1[CH:18]=[CH:17][CH:16]=[CH:15][C:14]=1[CH2:19][C:20]#[N:21]>C(O)C.N1CCCCC1>[N:13]1[CH:18]=[CH:17][CH:16]=[CH:15][C:14]=1[C:19](=[CH:6][C:5]1[CH:8]=[CH:9][C:10]([O:11][CH3:12])=[C:3]([O:2][CH3:1])[CH:4]=1)[C:20]#[N:21]. Procedure: To a stirred solution of 2.0 g (12.0 mmole) 3,4-dimethoxybenzaldehyde in 75 ml absolute ethanol are added 1.56 g (13.3 mmole) 2-pyridylacetonitrile and 12 drops piperidine. The reaction flask is equipped with a condenser and a drying tube (using anhydrous CaSO4), and the reaction is stirred and heated. After refluxing for 6 hours, the reaction is allowed to cool to room temperature and stirred overnight for 16 hours. The solvent is removed by rotary evaporation, and the residue purified by flash... The reactants are ClC=1C(=C(C=CC1)CC(=O)O)OC ([3-chloro-2-(methyloxy)phenyl]acetic acid), C(CCC)N1C(N(C(C=2NC(=NC12)Cl)=O)CCC/C(/NO)=N/[H])=O ((1Z)-4-(3-Butyl-8-chloro-2,6-dioxo-2,3,6,7-tetrahydro-1H-purin-1-yl)-N-hydroxybutanimidamide). The solvent is CN(C)C=O (DMF). Reaction conditions: temperature 140 celsius. Yields the product C(CCC)N1C(N(C(C=2NC(=NC12)Cl)=O)CCCC1=NOC(=N1)CC1=C(C(=CC=C1)Cl)OC)=O (3-Butyl-8-chloro-1-[3-(5-{[3-chloro-2-(methyloxy)phenyl]methyl}-1,2,4-oxadiazol-3-yl)propyl]-3,7-dihydro-1H-purine-2,6-dione), solid. Yield: 28.0%. As a reaction SMILES: [Cl:1][C:2]1[C:3]([O:12][CH3:13])=[C:4]([CH2:8][C:9]([OH:11])=O)[CH:5]=[CH:6][CH:7]=1.[CH2:14]([N:18]1[C:26]2[N:25]=[C:24]([Cl:27])[NH:23][C:22]=2[C:21](=[O:28])[N:20]([CH2:29][CH2:30][CH2:31]/[C:32](=[N:35]/[H])/[NH:33]O)[C:19]1=[O:37])[CH2:15][CH2:16][CH3:17]>CN(C=O)C>[CH2:14]([N:18]1[C:26]2[N:25]=[C:24]([Cl:27])[NH:23][C:22]=2[C:21](=[O:28])[N:20]([CH2:29][CH2:30][CH2:31][C:32]2[N:33]=[C:9]([CH2:8][C:4]3[CH:5]=[CH:6][CH:7]=[C:2]([Cl:1])[C:3]=3[O:12][CH3:13])[O:11][N:35]=2)[C:19]1=[O:37])[CH2:15][CH2:16][CH3:17]. Procedure: A mixture of [3-chloro-2-(methyloxy)phenyl]acetic acid (32 mg, 0.16 mmol) in DMF (1.5 ml) was treated with CDl (26 mg, 0.16 mmol) and left to react for 45 min. (1Z)-4-(3-Butyl-8-chloro-2,6-dioxo-2,3,6,7-tetrahydro-1H-purin-1-yl)-N-hydroxybutanimidamide (60 mg, 0.18 mmol) was added and the mixture heated in the microwave at 140° C. for 15 min. After cooling, the reaction was partitioned between 2M HCl (aq) and EtOAc. The organic layer was separated then concentrated and purified by the MDAP. The ... The reactants are O (water), ClC1=C(C=C(C=C1)[C@]1(O)[C@H](O)[C@@H](O)[C@H](O)[C@H](O1)CO)CC1=CC=C(C=C1)O (1-chloro-4-(β-D-glucopyranos-1-yl)-2-(4-hydroxybenzyl)-benzene), C12C(CCC1)O2 (cyclopentene oxide), C([O-])([O-])=O.[K+].[K+] (potassium carbonate). Solvent: C(C)O (ethanol). Conditions: temperature 100 celsius, time 75 minute. Product: ClC1=C(C=C(C=C1)[C@]1(O)[C@H](O)[C@@H](O)[C@H](O)[C@H](O1)CO)CC1=CC=C(C=C1)O[C@H]1[C@@H](CCC1)O (1-Chloro-4-(β-D-glucopyranos-1-yl)-2-[4-(trans-2-hydroxy-cyclopent-1-yloxy)-benzyl]-benzene). Reaction SMILES: [Cl:1][C:2]1[CH:7]=[CH:6][C:5]([C@:8]2([O:17][C@H:16]([CH2:18][OH:19])[C@@H:14]([OH:15])[C@H:12]([OH:13])[C@H:10]2[OH:11])[OH:9])=[CH:4][C:3]=1[CH2:20][C:21]1[CH:26]=[CH:25][C:24]([OH:27])=[CH:23][CH:22]=1.[CH:28]12[O:33][CH:29]1[CH2:30][CH2:31][CH2:32]2.C(=O)([O-])[O-].[K+].[K+].O>C(O)C>[Cl:1][C:2]1[CH:7]=[CH:6][C:5]([C@:8]2([O:17][C@H:16]([CH2:18][OH:19])[C@@H:14]([OH:15])[C@H:12]([OH:13])[C@H:10]2[OH:11])[OH:9])=[CH:4][C:3]=1[CH2:20][C:21]1[CH:22]=[CH:23][C:24]([O:27][C@@H:28]2[CH2:32][CH2:31][CH2:30][C@H:29]2[OH:33])=[CH:25][CH:26]=1 |f:2.3.4|. Reported procedure: A mixture of 1-chloro-4-(β-D-glucopyranos-1-yl)-2-(4-hydroxybenzyl)-benzene (0.50 g), cyclopentene oxide (1.50 g) and potassium carbonate (0.45 g) in ethanol (1.5 mL) is stirred for 75 min at 100° C. in a microwave oven. After cooling to ambient temperature, water is added and the resultant mixture is extracted with ethyl acetate. After drying the combined organic phases over sodium sulfate, the solvent is removed and the residue is purified by chromatography on silica gel (dichloromethane/metha... The reactants are O=S1(CCN(CC1)CC1=CC=C(C=C1)C1=CC=CC=2N1N=C(N2)N)=O (5-{-4-[(1,1-dioxidothiomorpholin-4-yl)methyl]phenyl}[1,2,4]triazolo[1,5-a]pyridin-2-amine), BrC1=CC=C(C=C1)OC (1-bromo-4-methoxy benzene). Yields the product O=S1(CCN(CC1)CC1=CC=C(C=C1)C1=CC=CC=2N1N=C(N2)NC2=CC=C(C=C2)OC)=O (5-{4-[(1,1-dioxidothiomorpholin-4-yl)methyl]phenyl}-N-(4-methoxyphenyl)[1,2,4]triazolo[1,5-a]pyridin-2-amine). The yield is 43.1%. Reaction SMILES: [O:1]=[S:2]1(=[O:25])[CH2:7][CH2:6][N:5]([CH2:8][C:9]2[CH:14]=[CH:13][C:12]([C:15]3[N:20]4[N:21]=[C:22]([NH2:24])[N:23]=[C:19]4[CH:18]=[CH:17][CH:16]=3)=[CH:11][CH:10]=2)[CH2:4][CH2:3]1.Br[C:27]1[CH:32]=[CH:31][C:30]([O:33][CH3:34])=[CH:29][CH:28]=1>>[O:25]=[S:2]1(=[O:1])[CH2:3][CH2:4][N:5]([CH2:8][C:9]2[CH:14]=[CH:13][C:12]([C:15]3[N:20]4[N:21]=[C:22]([NH:24][C:27]5[CH:32]=[CH:31][C:30]([O:33][CH3:34])=[CH:29][CH:28]=5)[N:23]=[C:19]4[CH:18]=[CH:17][CH:16]=3)=[CH:11][CH:10]=2)[CH2:6][CH2:7]1. Reported procedure: 5-{-4-[(1,1-dioxidothiomorpholin-4-yl)methyl]phenyl}[1,2,4]triazolo[1,5-a]pyridin-2-amine (50 mg, 0.140 mmol) and 1-bromo-4-methoxy benzene (29 mg, 0.154 mmol) were combined in a manner analogous to Example 77 to yield 5-{4-[(1,1-dioxidothiomorpholin-4-yl)methyl]phenyl}-N-(4-methoxyphenyl)[1,2,4]triazolo[1,5-a]pyridin-2-amine (28 mg, 42%) as a beige solid. The material was purified via trituration with methanol. MP=241° C. 1H NMR (400 MHz, (D3C)2SO, δ, ppm): 9.37 (s, 1H), 8.03 (d, J=8.1 Hz, 2H),... Conditions: time 1 hour. Product: O=C1N(CCCN1NC(=O)OCC1=CC=CC=C1)C(=O)N (Tetrahydro-2-oxo-3-[[(phenylmethoxy)carbonyl]amino]-1(2H)-pyrimidinecarboxamide). Yield: 95.7%. Reported procedure: To a suspension of (tetrahydro-2-oxo-1(2H)-pyrimidinyl)carbamic acid, phenylmethyl ester (35.5 g, 135.9 mmol) in 500 ml ethyl acetate, chlorosulfonyl isocyanate (24.0 g, 169.9 mmol) was added. The resulting solution was stirred for one hour and hydrolyzed by adding 175 ml water. The phases were separated, the organic phase washed with water and brine and dried over magnesium sulfate. Evaporation of the solvent and trituration of the residue with ether yielded 38.0 g of the desired product, melti... The solvent is C(C)(=O)OCC (ethyl acetate). As a reaction SMILES: [O:1]=[C:2]1[NH:7][CH2:6][CH2:5][CH2:4][N:3]1[NH:8][C:9](=[O:18])[O:10][CH2:11][C:12]1[CH:17]=[CH:16][CH:15]=[CH:14][CH:13]=1.ClS([N:23]=[C:24]=[O:25])(=O)=O.O>C(OCC)(=O)C>[O:1]=[C:2]1[N:3]([NH:8][C:9]([O:10][CH2:11][C:12]2[CH:17]=[CH:16][CH:15]=[CH:14][CH:13]=2)=[O:18])[CH2:4][CH2:5][CH2:6][N:7]1[C:24]([NH2:23])=[O:25]. The reactants are O=C1N(CCCN1)NC(OCC1=CC=CC=C1)=O ((tetrahydro-2-oxo-1(2H)-pyrimidinyl)carbamic acid, phenylmethyl ester), ClS(=O)(=O)N=C=O (chlorosulfonyl isocyanate), O (water). As a reaction SMILES: [H-].[Na+].[CH3:3][C:4]1[N:8]([CH2:9][C:10]2([OH:18])[CH2:17][CH2:16][CH2:15][CH2:14][CH2:13][CH2:12][CH2:11]2)[N:7]=[CH:6][CH:5]=1.[CH:19]([S:21]([CH3:24])(=[O:23])=[O:22])=[CH2:20].[NH4+].[Cl-]>O1CCCC1>[CH3:3][C:4]1[N:8]([CH2:9][C:10]2([O:18][CH2:20][CH2:19][S:21]([CH3:24])(=[O:23])=[O:22])[CH2:11][CH2:12][CH2:13][CH2:14][CH2:15][CH2:16][CH2:17]2)[N:7]=[CH:6][CH:5]=1 |f:0.1,4.5|. Product: CC1=CC=NN1CC1(CCCCCCC1)OCCS(=O)(=O)C (5-methyl-1-((1-(2-(methylsulfonyl)ethoxy)cyclooctyl)methyl)-1H-pyrazole). Starting materials: [NH4+].[Cl-] (NH4Cl), [H-].[Na+] (Sodium hydride), CC1=CC=NN1CC1(CCCCCCC1)O (1-((5-methyl-1H-pyrazol-1-yl)methyl)cyclooctanol), C(=C)S(=O)(=O)C (methyl vinyl sulfone). Run in O1CCCC1 (tetrahydrofuran). Procedure: Sodium hydride (60% dispersion in mineral oil, 200 mg) was added to a stirred solution of EXAMPLE 65A (667 mg) in tetrahydrofuran (10 mL) and the mixture was stirred at room temperature for 30 minutes before the addition of methyl vinyl sulfone (1.27 g). The mixture was stirred at room temperature for 3 hours. Aqueous NH4Cl was added to quench the reaction and the mixture was extracted with ethyl acetate (three times) and the combined organic layers were washed with water and brine, dried over N... Run at time 3 hour. As a reaction SMILES: Cl[C:2]1[N:7]=[C:6]([CH2:8][CH2:9][C:10]2[CH:15]=[CH:14][CH:13]=[CH:12][C:11]=2[CH:16]([CH3:20])[C:17]([NH2:19])=[O:18])[C:5]([Cl:21])=[CH:4][N:3]=1.[NH2:22][C:23]1[CH:24]=[N:25][N:26](C(OC(C)(C)C)=O)[CH:27]=1>CO.O>[NH:25]1[CH:24]=[C:23]([NH:22][C:2]2[N:7]=[C:6]([CH2:8][CH2:9][C:10]3[CH:15]=[CH:14][CH:13]=[CH:12][C:11]=3[CH:16]([CH3:20])[C:17]([NH2:19])=[O:18])[C:5]([Cl:21])=[CH:4][N:3]=2)[CH:27]=[N:26]1 |f:2.3|. Run in CO.O (MeOH water). Reported procedure: A solution of 2-(2-(2-(2,5-dichloropyrimidin-4-yl)ethyl)phenyl)propanamide A30 (0.10 g, 0.31 mmol) and tert-butyl 4-amino-1H-pyrazole-1-carboxylate (0.17 g, 0.93 mmol) was heated in MeOH:water (10:1, 5 mL) at 90° C. for 18 hours. The solvents were removed in vacuo and the crude residue was purified by silica gel column chromatography (Combiflash Rf, 0-15% MeOH in DCM). The purified fractions were combined, the solvent was removed in vacuo and the solid was sonicated in cyclohexane and filtered. ... Yields the product N1N=CC(=C1)NC1=NC=C(C(=N1)CCC1=C(C=CC=C1)C(C(=O)N)C)Cl (2-(2-(2-(2-(1H-Pyrazol-4-ylamino)-5-chloropyrimidin-4-yl)ethyl)phenyl)propanamide). Reactants: ClC1=NC=C(C(=N1)CCC1=C(C=CC=C1)C(C(=O)N)C)Cl (2-(2-(2-(2,5-dichloropyrimidin-4-yl)ethyl)phenyl)propanamide), NC=1C=NN(C1)C(=O)OC(C)(C)C (tert-butyl 4-amino-1H-pyrazole-1-carboxylate). The yield is 52.0%.